From a dataset of the Open Reaction Database (ORD), a public repository of structured organic reaction records. describe an organic reaction: reactants, conditions, products, and yield Reactants: ClCCl, C[Si](C)(C)CCS(=O)(=O)n1ccc2cc(CO)ccc21. Yields the product C[Si](C)(C)CCS(=O)(=O)n1ccc2cc(C=O)ccc21. Reaction SMILES: [CH2:21]([Cl:22])[Cl:23].[CH3:1][Si:2]([CH2:3][CH2:4][S:5](=[O:6])(=[O:7])[n:8]1[cH:9][cH:10][c:11]2[cH:12][c:13]([CH2:17][OH:18])[cH:14][cH:15][c:16]12)([CH3:19])[CH3:20]>>[CH3:1][Si:2]([CH2:3][CH2:4][S:5](=[O:6])(=[O:7])[n:8]1[cH:9][cH:10][c:11]2[cH:12][c:13]([CH:17]=[O:18])[cH:14][cH:15][c:16]12)([CH3:19])[CH3:20].